This data is from the Open Reaction Database (ORD), a public repository of structured organic reaction records. The task is: describe an organic reaction: reactants, conditions, products, and yield Starting materials: CO, CCOC(=O)C1CN(c2ccc(Cl)cc2)C(c2ccc(Cl)cc2Cl)=N1, [Li+], [OH-], O. The product is O=C([O-])C1CN(c2ccc(Cl)cc2)C(c2ccc(Cl)cc2Cl)=N1, [Li+]. RXN SMILES: [CH3:29][OH:30].[Cl:1][c:2]1[cH:3][cH:4][c:5]([N:8]2[C:9]([c:18]3[c:19]([Cl:25])[cH:20][c:21]([Cl:24])[cH:22][cH:23]3)=[N:10][CH:11]([C:13](=[O:14])[O:15][CH2:16][CH3:17])[CH2:12]2)[cH:6][cH:7]1.[Li+:27].[OH-:26].[OH2:28]>>[Cl:1][c:2]1[cH:3][cH:4][c:5]([N:8]2[C:9]([c:18]3[c:19]([Cl:25])[cH:20][c:21]([Cl:24])[cH:22][cH:23]3)=[N:10][CH:11]([C:13](=[O:14])[O-:15])[CH2:12]2)[cH:6][cH:7]1.[Li+:27]. Reactants: FC(C1=CC=C(C=CC(=O)Cl)C=C1)(F)F (4-trifluoromethylcinnamoyl chloride), C(C)(C)N(C=1SC2=C(N1)C=CC(=C2)N)C (N2-isopropyl-N2-methyl-benzothiazole-2,6-diamine). Product: C(C)(C)N(C=1SC2=C(N1)C=CC(=C2)NC(C=CC2=CC=C(C=C2)C(F)(F)F)=O)C (N-[2-(Isopropyl-methyl-amino)-benzothiazol-6-yl]-3-(4-trifluoromethyl-phenyl)-acrylamide). Yield: 25.9%. Reaction SMILES: [F:1][C:2]([F:15])([F:14])[C:3]1[CH:13]=[CH:12][C:6]([CH:7]=[CH:8][C:9](Cl)=[O:10])=[CH:5][CH:4]=1.[CH:16]([N:19]([CH3:30])[C:20]1[S:21][C:22]2[CH:28]=[C:27]([NH2:29])[CH:26]=[CH:25][C:23]=2[N:24]=1)([CH3:18])[CH3:17]>>[CH:16]([N:19]([CH3:30])[C:20]1[S:21][C:22]2[CH:28]=[C:27]([NH:29][C:9](=[O:10])[CH:8]=[CH:7][C:6]3[CH:12]=[CH:13][C:3]([C:2]([F:15])([F:14])[F:1])=[CH:4][CH:5]=3)[CH:26]=[CH:25][C:23]=2[N:24]=1)([CH3:18])[CH3:17]. Reported procedure: Prepare according to Method D (Example 17), using 4-trifluoromethylcinnamoyl chloride (526 mg, 2.24 mmol) (Example 17) and N2-isopropyl-N2-methyl-benzothiazole-2,6-diamine (332 mg, 1.50 mmol), to afford the title compound (163 mg, 26%). mass spectrum (m/e): 420.2 [M+H], 418.2 [M−H]. 1H NMR (400 MHz, DMSO-d6): δ 10.30 (s, 1H), 8.25 (d, 1H, J=1.8 Hz), 7.87-7.78 (m, 4H), 7.64 (d, 1H, J=15.8 Hz), 7.43 (dd, 1H, J=8.6, 1.9 Hz), 7.39 (d, 1H, J=8.4 Hz), 6.96 (d, 1H, J=15.4 Hz), 4.32 (m, 1H), 2.97 (s, 3H...